Dataset: the Open Reaction Database (ORD), a public repository of structured organic reaction records. Task: describe an organic reaction: reactants, conditions, products, and yield Starting materials: CCOC(=O)C(NC(=O)OC(C)(C)C)C1C(CO)C1C(=O)OCC, C1CCOC1, CCOC(=O)N=NC(=O)OCC, c1ccc(P(c2ccccc2)c2ccccc2)cc1, [N-]=[N+]=NP(=O)(c1ccccc1)c1ccccc1. Yields the product CCOC(=O)C(NC(=O)OC(C)(C)C)C1C(CN=[N+]=[N-])C1C(=O)OCC. RXN SMILES: [C:32]([CH3:33])([CH3:34])([CH3:35])[O:36][C:37](=[O:38])[NH:39][CH:40]([C:41](=[O:42])[O:43][CH2:44][CH3:45])[CH:46]1[CH:47]([C:51](=[O:52])[O:53][CH2:54][CH3:55])[CH:48]1[CH2:49][OH:50].[CH2:73]1[O:74][CH2:75][CH2:76][CH2:77]1.[O:1]=[C:2]([O:3][CH2:4][CH3:5])[N:6]=[N:7][C:8]([O:9][CH2:10][CH3:11])=[O:12].[c:13]1([P:14]([c:15]2[cH:16][cH:17][cH:18][cH:19][cH:20]2)[c:21]2[cH:22][cH:23][cH:24][cH:25][cH:26]2)[cH:27][cH:28][cH:29][cH:30][cH:31]1.[c:56]1([P:57]([c:58]2[cH:59][cH:60][cH:61][cH:62][cH:63]2)(=[O:64])[N:70]=[N+:71]=[N-:72])[cH:65][cH:66][cH:67][cH:68][cH:69]1>>[C:32]([CH3:33])([CH3:34])([CH3:35])[O:36][C:37](=[O:38])[NH:39][CH:40]([C:41](=[O:42])[O:43][CH2:44][CH3:45])[CH:46]1[CH:47]([C:51](=[O:52])[O:53][CH2:54][CH3:55])[CH:48]1[CH2:49][N:70]=[N+:71]=[N-:72]. The reactants are CO, C=CC(=O)NC1CCCCC1, Cl, O, S=C=S. Product: O=C(CCS)NC1CCCCC1. RXN SMILES: [CH3:17][OH:18].[CH:5]1([NH:11][C:12]([CH:13]=[CH2:14])=[O:15])[CH2:6][CH2:7][CH2:8][CH2:9][CH2:10]1.[ClH:16].[OH2:4].[S:1]=[C:2]=[S:3]>>[CH2:2]([SH:3])[CH2:13][C:12]([NH:11][CH:5]1[CH2:6][CH2:7][CH2:8][CH2:9][CH2:10]1)=[O:15]. The reactants are CC(=O)Oc1c(C)cc(O)c(C)c1C, CCCCO, CCCCNCCCC, Cc1ccccc1, O=C(O)c1ccccc1. The product is CCCCOCc1c(C)c(OC(C)=O)c(C)c(C)c1O. As a reaction SMILES: [C:1]([CH3:2])(=[O:3])[O:4][c:5]1[c:6]([CH3:14])[c:7]([CH3:13])[c:8]([OH:12])[cH:9][c:10]1[CH3:11].[CH2:15]([CH2:16][CH2:17][CH3:18])[OH:19].[CH2:20]([NH:21][CH2:22][CH2:23][CH2:24][CH3:25])[CH2:26][CH2:27][CH3:28].[CH3:38][c:39]1[cH:40][cH:41][cH:42][cH:43][cH:44]1.[OH:29][C:30]([c:31]1[cH:32][cH:33][cH:34][cH:35][cH:36]1)=[O:37]>>[C:1]([CH3:2])(=[O:3])[O:4][c:5]1[c:6]([CH3:14])[c:7]([CH3:13])[c:8]([OH:12])[c:9]([CH2:20][O:19][CH2:15][CH2:16][CH2:17][CH3:18])[c:10]1[CH3:11].